This data is from the Open Reaction Database (ORD), a public repository of structured organic reaction records. The task is: describe an organic reaction: reactants, conditions, products, and yield The reactants are N1(CCNCC1)C(=O)OC(C)(C)C (tert-butyl piperazine-1-carboxylate), BrC1=C(C=C(C=C1)F)C(F)(F)F (2-bromo-5-fluoro benzotrifluoride), tris(dibenzylidineacetone)dipalladium (0), C1(=CC=CC=C1)P(C1=C(C2=CC=CC=C2C=C1)C1=C(C=CC2=CC=CC=C12)P(C1=CC=CC=C1)C1=CC=CC=C1)C1=CC=CC=C1 (rac-2,2′-bis(diphenylphosphino)-1,1′-binaphthyl), CC(C)([O-])C.[Na+] (sodium tert-butoxide). The solvent is C1(=CC=CC=C1)C (Toluene), C(C)OC(C)=O (ethylacetate). Yields the product C(C)(C)(C)OC(=O)N1CCN(CC1)C1=C(C=C(C=C1)F)C(F)(F)F (tert-butyl-4-(4-fluoro-2-(trifluoromethyl)phenyl)piperazine-1-carboxylate). RXN SMILES: [N:1]1([C:7]([O:9][C:10]([CH3:13])([CH3:12])[CH3:11])=[O:8])[CH2:6][CH2:5][NH:4][CH2:3][CH2:2]1.Br[C:15]1[CH:20]=[CH:19][C:18]([F:21])=[CH:17][C:16]=1[C:22]([F:25])([F:24])[F:23].C1(P(C2C=CC=CC=2)C2C=CC3C(=CC=CC=3)C=2C2C3C(=CC=CC=3)C=CC=2P(C2C=CC=CC=2)C2C=CC=CC=2)C=CC=CC=1.CC(C)([O-])C.[Na+]>C(OC(=O)C)C.C1(C)C=CC=CC=1>[C:10]([O:9][C:7]([N:1]1[CH2:6][CH2:5][N:4]([C:15]2[CH:20]=[CH:19][C:18]([F:21])=[CH:17][C:16]=2[C:22]([F:23])([F:25])[F:24])[CH2:3][CH2:2]1)=[O:8])([CH3:13])([CH3:12])[CH3:11] |f:3.4|. Procedure details: A mixture of tert-butyl piperazine-1-carboxylate 1.04 g, (5.6 mmol), 2-bromo-5-fluoro benzotrifluoride (1.21 g, 5.0 mmol), tris(dibenzylidineacetone)dipalladium (0) (45.8 mg, 0.05 mmol), rac-2,2′-bis(diphenylphosphino)-1,1′-binaphthyl (93.4 mg, 0.15 mmol) and sodium tert-butoxide (600 mg, 6.25 mmol) were charged to a microwave vial. Toluene (10.0 mL) was introduced under nitrogen atmosphere and the reaction mixture was irradiated at 110° C. for 30 minutes. Reaction was complete as determined by ... Reactants: COc1ccccc1O, Cc1ccccc1, Nc1ccccn1, O=S(Cl)Cl. Product: COc1cc(Cl)ccc1O. RXN SMILES: [CH3:1][O:2][c:3]1[cH:4][cH:5][cH:6][cH:7][c:8]1[OH:9].[CH3:21][c:22]1[cH:23][cH:24][cH:25][cH:26][cH:27]1.[NH2:10][c:11]1[cH:12][cH:13][cH:14][cH:15][n:16]1.[S:17]([Cl:18])([Cl:19])=[O:20]>>[CH3:1][O:2][c:3]1[cH:4][c:5]([Cl:19])[cH:6][cH:7][c:8]1[OH:9]. Starting materials: COC(=O)CBr, O=C1c2ccccc2C(=O)N1O. Product: COC(=O)CON1C(=O)c2ccccc2C1=O. As a reaction SMILES: [Br:13][CH2:14][C:15](=[O:16])[O:17][CH3:18].[OH:1][N:2]1[C:3](=[O:12])[c:4]2[cH:5][cH:6][cH:7][cH:8][c:9]2[C:10]1=[O:11]>>[O:1]([N:2]1[C:3](=[O:12])[c:4]2[cH:5][cH:6][cH:7][cH:8][c:9]2[C:10]1=[O:11])[CH2:14][C:15](=[O:16])[O:17][CH3:18]. The reactants are O1[C@@H](C1)COC1=CC=CC=2NC3=CC=CC=C3C12 (4-[(2S)-oxiranylmethoxy]-9H-carbazole), NCC1CCN(CC1)CCCCCCCC (4-aminomethyl-1-octylpiperidine). The product is C1=CC=C(C=2C3=CC=CC=C3NC12)OC[C@H](CNCC1CCN(CC1)CCCCCCCC)O ((2S)-1-(9H-Carbazol-4-yloxy)-3-[(1-octyl-piperidin-4-ylmethyl)-amino]-propan-2-ol). Isolated yield 38.7%. Reaction SMILES: [O:1]1[CH2:3][C@H:2]1[CH2:4][O:5][C:6]1[C:18]2[C:17]3[C:12](=[CH:13][CH:14]=[CH:15][CH:16]=3)[NH:11][C:10]=2[CH:9]=[CH:8][CH:7]=1.[NH2:19][CH2:20][CH:21]1[CH2:26][CH2:25][N:24]([CH2:27][CH2:28][CH2:29][CH2:30][CH2:31][CH2:32][CH2:33][CH3:34])[CH2:23][CH2:22]1>>[CH:9]1[C:10]2[NH:11][C:12]3[C:17](=[CH:16][CH:15]=[CH:14][CH:13]=3)[C:18]=2[C:6]([O:5][CH2:4][C@@H:2]([OH:1])[CH2:3][NH:19][CH2:20][CH:21]2[CH2:26][CH2:25][N:24]([CH2:27][CH2:28][CH2:29][CH2:30][CH2:31][CH2:32][CH2:33][CH3:34])[CH2:23][CH2:22]2)=[CH:7][CH:8]=1. Procedure details: Prepared from 4-[(2S)-oxiranylmethoxy]-9H-carbazole (0.239 g, 1.0 mmol) and 4-aminomethyl-1-octylpiperidine (0.452 g, 2.0 mmol) according to procedure used for Example 2 to give 0.180 g of the title compound as a white solid. Starting materials: O=c1[nH]c2ccccc2n1-c1nc(Br)cs1, C[S-], I[Cu]I, [Na+], CN(C)C=O. Product: CSc1csc(-n2c(=O)[nH]c3ccccc32)n1. Reaction SMILES: [Br:1][c:2]1[n:3][c:4](-[n:7]2[c:8](=[O:16])[nH:9][c:10]3[c:11]2[cH:12][cH:13][cH:14][cH:15]3)[s:5][cH:6]1.[CH3:17][S-:18].[Cu:25]([I:26])[I:27].[Na+:19].[O:20]=[CH:21][N:22]([CH3:23])[CH3:24]>>[c:2]1([S:18][CH3:17])[n:3][c:4](-[n:7]2[c:8](=[O:16])[nH:9][c:10]3[c:11]2[cH:12][cH:13][cH:14][cH:15]3)[s:5][cH:6]1. The reactants are mercuric chloride, C([O-])([O-])=O.[Ca+2] (calcium carbonate), C1(=CC=CC=C1)C1(CCCC1)CC1SCCCS1 (2-(1-phenylcyclopentyl)methyl-1,3-dithiane). Run in C(C)#N (acetonitrile), O (water), C(C)(=O)OCC (ethyl acetate). Conditions: temperature 90 celsius, time 3 hour. Yields the product C1(=CC=CC=C1)C1(CCCC1)CC=O (2-(1-Phenylcyclopentyl)acetaldehyde). Isolated yield 96.0%. RXN SMILES: [C:1](=[O:4])([O-])[O-].[Ca+2].[C:6]1([C:12]2([CH2:17]C3SCCCS3)[CH2:16][CH2:15][CH2:14][CH2:13]2)[CH:11]=[CH:10][CH:9]=[CH:8][CH:7]=1>C(#N)C.O.C(OCC)(=O)C>[C:6]1([C:12]2([CH2:17][CH:1]=[O:4])[CH2:16][CH2:15][CH2:14][CH2:13]2)[CH:11]=[CH:10][CH:9]=[CH:8][CH:7]=1 |f:0.1|. Reported procedure: 263 mg (0.969 mmol) of mercuric chloride and 129 mg (1.29 mmol) of calcium carbonate were added to a suspension of 90 mg (0.323 mmol) of 2-(1-phenylcyclopentyl)methyl-1,3-dithiane [prepared as described in step (iv) above] in a mixture of 4 ml of acetonitrile and 0.6 ml of water, and the resulting mixture was stirred for 3 hours at 90° C. At the end of this time, the reaction mixture was cooled and then diluted with ethyl acetate. The insoluble materials were filtered off from the diluted mixtur... The reactants are N[C@@H](CC(C)C)C(=O)O (L-Leucine), C[O-].[Na+] (NaOMe), O.O.C(C)(=O)[O-].[Zn+2].C(C)(=O)[O-] (zinc acetate dihydrate). The solvent is CO (MeOH), CO (MeOH). The product is [Zn].N[C@@H](CC(C)C)C(=O)O (Zinc Leucine). As a reaction SMILES: [NH2:1][C@H:2]([C:7]([OH:9])=[O:8])[CH2:3][CH:4]([CH3:6])[CH3:5].C[O-].[Na+].O.O.C([O-])(=O)C.[Zn+2:19].C([O-])(=O)C>CO>[Zn:19].[NH2:1][C@H:2]([C:7]([OH:9])=[O:8])[CH2:3][CH:4]([CH3:6])[CH3:5] |f:1.2,3.4.5.6.7,9.10|. Reported procedure: L-Leucine (2.00 g, 15.3 mmol) was added to an MeOH solution of NaOMe (prepared with Na: 0.36 g, MeOH: 50 ml) at 0° C. and stirred. An MeOH solution (30 ml) of zinc acetate dihydrate (1.67 g) was then slowly dropwise added thereto at room temperature. After stirring for 2 hours at that same temperature, the solution was concentrated to half its original volume, followed by the addition of an equal volume of water. The precipitated crystal was recovered by filtration, air dried, and then dried und...